This data is from the Open Reaction Database (ORD), a public repository of structured organic reaction records. The task is: describe an organic reaction: reactants, conditions, products, and yield Starting materials: O=C([O-])[O-], CN(CCCl)CCCl, CC#N, Cl, [K+], [K+], NC1=CC23C=CC=CC2=CC1=C3, O. The product is CN1CCN(C2=CC34C=CC=CC3=CC2=C4)CC1. RXN SMILES: [C:22](=[O:23])([O-:24])[O-:25].[CH3:14][N:15]([CH2:16][CH2:17][Cl:21])[CH2:19][CH2:20][Cl:18].[CH3:28][C:29]#[N:30].[ClH:13].[K+:26].[K+:27].[NH2:1][C:2]1=[CH:3][C:4]23[C:5](=[CH:6][C:7]1=[CH:8]2)[CH:9]=[CH:10][CH:11]=[CH:12]3.[OH2:31]>>[N:1]1([C:2]2=[CH:3][C:4]34[C:5](=[CH:6][C:7]2=[CH:8]3)[CH:9]=[CH:10][CH:11]=[CH:12]4)[CH2:17][CH2:16][N:15]([CH3:14])[CH2:19][CH2:20]1. Starting materials: Cl (hydrochloric acid), C(C)OC(=O)C1(CCOCC1)CI (4-(Iodomethyl)tetrahydropyran-4-carboxylic acid ethyl ester), [Na] (sodium), ClC1=CC=C(OC2=CC=C(C=C2)S)C=C1 (4-(4-chlorophenoxy)thiophenol), [H-].[Na+] (sodium hydride), ClC1=CC=C(OC2=CC=C(C=C2)S)C=C1 (4-(4-chlorophenoxy)thiophenol). The solvent is CN(C=O)C (N,N-dimethylformamide). Conditions: time 30 minute. Product: C(C)OC(=O)C1(CCOCC1)CSC1=CC=C(C=C1)OC1=CC=C(C=C1)Cl (4-[4-(4-chlorophenoxy)phenylthiomethyl]-tetrahydropyran-4-carboxylic acid ethyl ester). Yield: 91.0%. RXN SMILES: [CH2:1]([O:3][C:4]([C:6]1([CH2:12]I)[CH2:11][CH2:10][O:9][CH2:8][CH2:7]1)=[O:5])[CH3:2].[Na].[Cl:15][C:16]1[CH:29]=[CH:28][C:19]([O:20][C:21]2[CH:26]=[CH:25][C:24]([SH:27])=[CH:23][CH:22]=2)=[CH:18][CH:17]=1.[H-].[Na+].Cl>CN(C)C=O>[CH2:1]([O:3][C:4]([C:6]1([CH2:12][S:27][C:24]2[CH:25]=[CH:26][C:21]([O:20][C:19]3[CH:28]=[CH:29][C:16]([Cl:15])=[CH:17][CH:18]=3)=[CH:22][CH:23]=2)[CH2:11][CH2:10][O:9][CH2:8][CH2:7]1)=[O:5])[CH3:2] |f:3.4,^1:13|. Reported procedure: 4-(Iodomethyl)tetrahydropyran-4-carboxylic acid ethyl ester (300 mg, 1 mmol) was added to a solution containing the sodium salt of 4-(4-chlorophenoxy)thiophenol (generated by the addition of sodium hydride powder (36 mg, 1.5 mmol) to a solution of 4-(4-chlorophenoxy)thiophenol (262 mg, 1.1 mmol) in N,N-dimethylformamide (2 mL) at 0° C. and stirring for 30 minutes). The mixture was warmed to room temperature over 5 minutes, stirred for an additional 20 minutes, cooled to room temperature, and 1M ... The reactants are Brc1cnc2c(c1)NCCO2, O=C([O-])[O-], COc1cncc(B2OC(C)(C)C(C)(C)O2)c1, [K+], [K+], O. The product is COc1cncc(-c2cnc3c(c2)NCCO3)c1. Reaction SMILES: [Br:1][c:2]1[cH:3][c:4]2[c:5]([n:10][cH:11]1)[O:6][CH2:7][CH2:8][NH:9]2.[C:29](=[O:30])([O-:31])[O-:32].[CH3:12][O:13][c:14]1[cH:15][n:16][cH:17][c:18]([B:20]2[O:21][C:22]([CH3:23])([CH3:24])[C:25]([CH3:26])([CH3:27])[O:28]2)[cH:19]1.[K+:33].[K+:34].[OH2:35]>>[c:2]1(-[c:18]2[cH:17][n:16][cH:15][c:14]([O:13][CH3:12])[cH:19]2)[cH:3][c:4]2[c:5]([n:10][cH:11]1)[O:6][CH2:7][CH2:8][NH:9]2. Reactants: S (hydrogen sulphide), [Na] (sodium), alcoholate, C(C)OC(C=CCCCCC)=O (2-octenoic acid ethyl ester), S (hydrogen sulphide). Run in C(C)O (ethyl alcohol). Reaction conditions: time 8 hour. The product is C(C)OC(CC(CCCCC)S)=O (3-mercapto-octanoic acid ethyl ester). As a reaction SMILES: [Na].[CH2:2]([O:4][C:5](=[O:13])[CH:6]=[CH:7][CH2:8][CH2:9][CH2:10][CH2:11][CH3:12])[CH3:3].[SH2:14]>C(O)C>[CH2:2]([O:4][C:5](=[O:13])[CH2:6][CH:7]([SH:14])[CH2:8][CH2:9][CH2:10][CH2:11][CH3:12])[CH3:3] |^1:0|. Procedure: 0.2 g of sodium are dissolved in 10 ml of absolute ethyl alcohol. After completed alcoholate-formation, 5 g of 2-octenoic acid ethyl ester are added and the solution is cooled to -70°. At this temperature, 10 ml of hydrogen sulphide are condensed into the solution. Subsequently, the whole mixture is immediately transferred into an autoclave, pre-cooled to about -30°, and left by itself overnight at room temperature in the sealed pressure vessel. On the next morning, the autoclave is heated at 50... Reactants: C(CCC)C1=NC2=C(N1CC1=CC=C(C=C1)C=1C(=CC=CC1)C(=O)OC(C)(C)C)C=C(C=C2)N(S(=O)(=O)CC2=CC=CC=C2)C (tert.-butyl 4'-[[2-n-butyl-6-(N-phenylmethanesulphonyl-methylamino)-benzimidazol-1-yl]methyl]biphenyl-2-carboxylate), FC(C(=O)O)(F)F (trifluoroacetic acid). Solvent: C(Cl)Cl (methylene chloride). Yields the product C(CCC)C1=NC2=C(N1CC1=CC=C(C=C1)C=1C(=CC=CC1)C(=O)O)C=C(C=C2)N(S(=O)(=O)CC2=CC=CC=C2)C (4'-[[2-n-Butyl-6-(N-phenylmethanesulphonyl-methylamino)-benzimidazol-1-yl]methyl]biphenyl-2-carboxylic acid). As a reaction SMILES: [CH2:1]([C:5]1[N:9]([CH2:10][C:11]2[CH:16]=[CH:15][C:14]([C:17]3[C:18]([C:23]([O:25]C(C)(C)C)=[O:24])=[CH:19][CH:20]=[CH:21][CH:22]=3)=[CH:13][CH:12]=2)[C:8]2[CH:30]=[C:31]([N:34]([CH3:45])[S:35]([CH2:38][C:39]3[CH:44]=[CH:43][CH:42]=[CH:41][CH:40]=3)(=[O:37])=[O:36])[CH:32]=[CH:33][C:7]=2[N:6]=1)[CH2:2][CH2:3][CH3:4].FC(F)(F)C(O)=O>C(Cl)Cl>[CH2:1]([C:5]1[N:9]([CH2:10][C:11]2[CH:12]=[CH:13][C:14]([C:17]3[C:18]([C:23]([OH:25])=[O:24])=[CH:19][CH:20]=[CH:21][CH:22]=3)=[CH:15][CH:16]=2)[C:8]2[CH:30]=[C:31]([N:34]([CH3:45])[S:35]([CH2:38][C:39]3[CH:40]=[CH:41][CH:42]=[CH:43][CH:44]=3)(=[O:36])=[O:37])[CH:32]=[CH:33][C:7]=2[N:6]=1)[CH2:2][CH2:3][CH3:4]. Procedure: Prepared analogously to Example 1 from tert.-butyl 4'-[[2-n-butyl-6-(N-phenylmethanesulphonyl-methylamino)-benzimidazol-1-yl]methyl]biphenyl-2-carboxylate and trifluoroacetic acid in methylene chloride. Starting materials: C(C1=CC=CC=C1)OC(=O)N[C@@H](CSC1=C(C=CC=C1)N)C(=O)O (N-benzyloxycarbonyl-S-(2-aminophenyl)cysteine). Run in C=1(C(=CC=CC1)C)C (xylene). Product: C(C1=CC=CC=C1)OC(=O)NC1CSC2=C(NC1=O)C=CC=C2 (3-benzyloxycarbonylamino-2,3-dihydro-1,5-benzothiazepin-4(5H)-one). Yield: 71.7%. Reaction SMILES: [CH2:1]([O:8][C:9]([NH:11][C@H:12]([C:22]([OH:24])=O)[CH2:13][S:14][C:15]1[CH:20]=[CH:19][CH:18]=[CH:17][C:16]=1[NH2:21])=[O:10])[C:2]1[CH:7]=[CH:6][CH:5]=[CH:4][CH:3]=1>C1(C)C(C)=CC=CC=1>[CH2:1]([O:8][C:9]([NH:11][CH:12]1[C:22](=[O:24])[NH:21][C:16]2[CH:17]=[CH:18][CH:19]=[CH:20][C:15]=2[S:14][CH2:13]1)=[O:10])[C:2]1[CH:7]=[CH:6][CH:5]=[CH:4][CH:3]=1. Procedure: 17.8 g of N-benzyloxycarbonyl-S-(2-aminophenyl)cysteine was dissolved in 250 ml of xylene and the resulting solution was heated under reflux for 4 hours. After the solvent was distilled off under reduced pressure, ether was added to the residue. The precipitated crystals were separated to obtain 12.1 g of the desired compound, or 3-benzyloxycarbonylamino-2,3-dihydro-1,5-benzothiazepin-4(5H)-one. Its melting point was 149°-151° C. The reactants are CCCCO, NC1CC1, CC(C)c1nc(-c2cccc(NS(=O)(=O)c3cccc(F)c3)c2)c(-c2ccnc(Cl)n2)s1, [K+], [K+], O=C([O-])[O-]. The product is CC(C)c1nc(-c2cccc(NS(=O)(=O)c3cccc(F)c3)c2)c(-c2ccnc(NC3CC3)n2)s1. As a reaction SMILES: [CH2:43]([OH:44])[CH2:45][CH2:46][CH3:47].[CH:33]1([NH2:36])[CH2:34][CH2:35]1.[Cl:1][c:2]1[n:3][cH:4][cH:5][c:6](-[c:8]2[c:9](-[c:16]3[cH:17][c:18]([NH:22][S:23](=[O:24])(=[O:25])[c:26]4[cH:27][c:28]([F:32])[cH:29][cH:30][cH:31]4)[cH:19][cH:20][cH:21]3)[n:10][c:11]([CH:13]([CH3:14])[CH3:15])[s:12]2)[n:7]1.[K+:37].[K+:38].[O-:39][C:40]([O-:41])=[O:42]>>[c:2]1([NH:36][CH:33]2[CH2:34][CH2:35]2)[n:3][cH:4][cH:5][c:6](-[c:8]2[c:9](-[c:16]3[cH:17][c:18]([NH:22][S:23](=[O:24])(=[O:25])[c:26]4[cH:27][c:28]([F:32])[cH:29][cH:30][cH:31]4)[cH:19][cH:20][cH:21]3)[n:10][c:11]([CH:13]([CH3:14])[CH3:15])[s:12]2)[n:7]1.